This data is from the Open Reaction Database (ORD), a public repository of structured organic reaction records. The task is: describe an organic reaction: reactants, conditions, products, and yield The reactants are [Li]CCCC, CC1CC(CCCC(O[SiH](C)C)C(C)(C)C)CCOC1=O, CI, CCCCCC, CC(C)NC(C)C, C1CCOC1. Yields the product C[SiH](C)OC(CCCC1CCOC(=O)C(C)(C)C1)C(C)(C)C. Reaction SMILES: [CH2:8]([Li:9])[CH2:10][CH2:11][CH3:12].[CH3:13][CH:14]1[C:15](=[O:16])[O:17][CH2:18][CH2:19][CH:20]([CH2:22][CH2:23][CH2:24][CH:25]([C:26]([CH3:27])([CH3:28])[CH3:29])[O:30][SiH:31]([CH3:32])[CH3:33])[CH2:21]1.[CH3:34][I:35].[CH3:41][CH2:42][CH2:43][CH2:44][CH2:45][CH3:46].[CH:1]([NH:2][CH:3]([CH3:4])[CH3:5])([CH3:6])[CH3:7].[O:36]1[CH2:37][CH2:38][CH2:39][CH2:40]1>>[CH3:1][C:14]1([CH3:13])[C:15](=[O:16])[O:17][CH2:18][CH2:19][CH:20]([CH2:22][CH2:23][CH2:24][CH:25]([C:26]([CH3:27])([CH3:28])[CH3:29])[O:30][SiH:31]([CH3:32])[CH3:33])[CH2:21]1. The reactants are C#CCOC, CN(C)C=O, O=C(NC1CCCCC1O)c1cnc(Cl)c(-c2ccc(Cl)cc2)c1, [I-], Cl[Pd]Cl, c1ccc(P(c2ccccc2)c2ccccc2)cc1, c1ccc(P(c2ccccc2)c2ccccc2)cc1. The product is COCC#Cc1ncc(C(=O)NC2CCCCC2O)cc1-c1ccc(Cl)cc1. RXN SMILES: [CH3:2][O:3][CH2:4][C:5]#[CH:6].[CH3:31][N:32]([CH3:33])[CH:34]=[O:35].[Cl:7][c:8]1[n:9][cH:10][c:11]([C:12](=[O:13])[NH:14][CH:15]2[CH:16]([OH:21])[CH2:17][CH2:18][CH2:19][CH2:20]2)[cH:22][c:23]1-[c:24]1[cH:25][cH:26][c:27]([Cl:30])[cH:28][cH:29]1.[I-:1].[Pd:36]([Cl:37])[Cl:38].[c:39]1([P:40]([c:41]2[cH:42][cH:43][cH:44][cH:45][cH:46]2)[c:47]2[cH:48][cH:49][cH:50][cH:51][cH:52]2)[cH:53][cH:54][cH:55][cH:56][cH:57]1.[c:58]1([P:59]([c:60]2[cH:61][cH:62][cH:63][cH:64][cH:65]2)[c:66]2[cH:67][cH:68][cH:69][cH:70][cH:71]2)[cH:72][cH:73][cH:74][cH:75][cH:76]1>>[CH3:2][O:3][CH2:4][C:5]#[C:6][c:8]1[n:9][cH:10][c:11]([C:12](=[O:13])[NH:14][CH:15]2[CH:16]([OH:21])[CH2:17][CH2:18][CH2:19][CH2:20]2)[cH:22][c:23]1-[c:24]1[cH:25][cH:26][c:27]([Cl:30])[cH:28][cH:29]1.